This data is from the Open Reaction Database (ORD), a public repository of structured organic reaction records. The task is: describe an organic reaction: reactants, conditions, products, and yield Starting materials: CC(C)(C)OC(=O)NC(Cc1ccccn1)C(=O)O, NCC(=O)OCc1ccccc1, CN(C)C=O, CCN(C(C)C)C(C)C, [Na+], Cc1ccc(S(=O)(=O)O)cc1, O=C([O-])O, [N-]=[N+]=NP(=O)(c1ccccc1)c1ccccc1. Product: CC(C)(C)OC(=O)NC(Cc1ccccn1)C(=O)NCC(=O)OCc1ccccc1. Reaction SMILES: [C:1]([CH3:2])([CH3:3])([CH3:4])[O:5][C:6](=[O:7])[NH:8][CH:9]([C:10](=[O:11])[OH:12])[CH2:13][c:14]1[n:15][cH:16][cH:17][cH:18][cH:19]1.[CH2:31]([c:32]1[cH:33][cH:34][cH:35][cH:36][cH:37]1)[O:38][C:39]([CH2:40][NH2:41])=[O:42].[CH3:74][N:75]([CH3:76])[CH:77]=[O:78].[CH:60]([N:61]([CH2:62][CH3:63])[CH:64]([CH3:65])[CH3:66])([CH3:67])[CH3:68].[Na+:69].[OH:20][S:21]([c:22]1[cH:23][cH:24][c:25]([CH3:26])[cH:27][cH:28]1)(=[O:29])=[O:30].[OH:70][C:71](=[O:72])[O-:73].[c:43]1([P:44]([N:45]=[N+:46]=[N-:47])([c:48]2[cH:49][cH:50][cH:51][cH:52][cH:53]2)=[O:54])[cH:55][cH:56][cH:57][cH:58][cH:59]1>>[C:1]([CH3:2])([CH3:3])([CH3:4])[O:5][C:6](=[O:7])[NH:8][CH:9]([C:10](=[O:12])[NH:41][CH2:40][C:39]([O:38][CH2:31][c:32]1[cH:33][cH:34][cH:35][cH:36][cH:37]1)=[O:42])[CH2:13][c:14]1[n:15][cH:16][cH:17][cH:18][cH:19]1. Starting materials: CS(C)=O, NCc1ccc(N2CCCCCC2)c(F)c1, CC(C(=O)O)c1cccc2cnccc12, O=C(O)Cc1cccc2cnccc12. Product: CC(C(=O)NCc1ccc(N2CCCCCC2)c(F)c1)c1cccc2cnccc12. As a reaction SMILES: [CH3:46][S:47]([CH3:48])=[O:49].[N:1]1([c:8]2[c:9]([F:16])[cH:10][c:11]([CH2:12][NH2:13])[cH:14][cH:15]2)[CH2:2][CH2:3][CH2:4][CH2:5][CH2:6][CH2:7]1.[cH:17]1[n:18][cH:19][cH:20][c:21]2[c:22]([CH:27]([C:28](=[O:29])[OH:30])[CH3:31])[cH:23][cH:24][cH:25][c:26]12.[cH:32]1[c:33]2[c:34]([c:35]([CH2:36][C:37]([OH:38])=[O:39])[cH:40][cH:41][cH:42]2)[cH:43][cH:44][n:45]1>>[N:1]1([c:8]2[c:9]([F:16])[cH:10][c:11]([CH2:12][NH:13][C:28]([CH:27]([c:22]3[c:21]4[cH:20][cH:19][n:18][cH:17][c:26]4[cH:25][cH:24][cH:23]3)[CH3:31])=[O:29])[cH:14][cH:15]2)[CH2:2][CH2:3][CH2:4][CH2:5][CH2:6][CH2:7]1. Reactants: CC(C)Cc1ccc(C(Br)C(C)(C)C)cc1, O=C([O-])[O-], CN(C)C=O, [K+], [K+], CCOC(=O)CCCn1cc(C(=O)c2ccc(O)cc2)c2ccccc21. Product: CCOC(=O)CCCn1cc(C(=O)c2ccc(OC(c3ccc(CC(C)C)cc3)C(C)(C)C)cc2)c2ccccc21. Reaction SMILES: [Br:27][CH:28]([C:29]([CH3:30])([CH3:31])[CH3:32])[c:33]1[cH:34][cH:35][c:36]([CH2:39][CH:40]([CH3:41])[CH3:42])[cH:37][cH:38]1.[C:43](=[O:44])([O-:45])[O-:46].[CH3:49][N:50]([CH3:51])[CH:52]=[O:53].[K+:47].[K+:48].[OH:1][c:2]1[cH:3][cH:4][c:5]([C:6](=[O:7])[c:8]2[cH:9][n:10]([CH2:17][CH2:18][CH2:19][C:20](=[O:21])[O:22][CH2:23][CH3:24])[c:11]3[cH:12][cH:13][cH:14][cH:15][c:16]23)[cH:25][cH:26]1>>[O:1]([c:2]1[cH:3][cH:4][c:5]([C:6](=[O:7])[c:8]2[cH:9][n:10]([CH2:17][CH2:18][CH2:19][C:20](=[O:21])[O:22][CH2:23][CH3:24])[c:11]3[cH:12][cH:13][cH:14][cH:15][c:16]23)[cH:25][cH:26]1)[CH:28]([C:29]([CH3:30])([CH3:31])[CH3:32])[c:33]1[cH:34][cH:35][c:36]([CH2:39][CH:40]([CH3:41])[CH3:42])[cH:37][cH:38]1. Starting materials: CC1=C(C=CC=2C(OCC21)=O)[C@@H]2OC2 (4-methyl-5-[(2S)-oxiran-2-yl]-2-benzofuran-1(3H)-one), CC1=C(COC1=O)N1C(C2(CC1)CCNCC2)=O (2-(4-methyl-5-oxo-2,5-dihydrofuran-3-yl)-2,8-diazaspiro[4.5]decan-1-one), CCN(C(C)C)C(C)C (DIPEA). The solvent is CCO (EtOH). Reaction conditions: temperature 80 celsius, time 8 hour. Product: O[C@H](CN1CCC2(CCN(C2=O)C=2COC(C2C)=O)CC1)C1=C(C2=C(C(OC2)=O)C=C1)C (8-[(2S)-2-hydroxy-2-(4-methyl-1-oxo-1,3-dihydro-2-benzofuran-5-yl)ethyl]-2-(4-methyl-5-oxo-2,5-dihydrofuran-3-yl)-2,8-diazaspiro[4.5]decan-1-one). Reaction SMILES: [CH3:1][C:2]1[C:10]2[CH2:9][O:8][C:7](=[O:11])[C:6]=2[CH:5]=[CH:4][C:3]=1[C@H:12]1[CH2:14][O:13]1.[CH3:15][C:16]1[C:20](=[O:21])[O:19][CH2:18][C:17]=1[N:22]1[CH2:26][CH2:25][C:24]2([CH2:31][CH2:30][NH:29][CH2:28][CH2:27]2)[C:23]1=[O:32].CCN(C(C)C)C(C)C>CCO>[OH:13][C@@H:12]([C:3]1[CH:4]=[CH:5][C:6]2[C:7](=[O:11])[O:8][CH2:9][C:10]=2[C:2]=1[CH3:1])[CH2:14][N:29]1[CH2:30][CH2:31][C:24]2([C:23](=[O:32])[N:22]([C:17]3[CH2:18][O:19][C:20](=[O:21])[C:16]=3[CH3:15])[CH2:26][CH2:25]2)[CH2:27][CH2:28]1. Procedure details: To a suspension of 4-methyl-5-[(2S)-oxiran-2-yl]-2-benzofuran-1(3H)-one (I-4A)(200 mg, 1.05 mmol) and 2-(4-methyl-5-oxo-2,5-dihydrofuran-3-yl)-2,8-diazaspiro[4.5]decan-1-one (300 mg, 1.05 mmol) in 10 mL of EtOH was added DIPEA (271 mg, 2.10 mmol). The resulting mixture was stirred at 80° C. overnight, and then cooled to room temperature; the solvent was removed under vacuum. The residue was purified by flash chromatography (ethyl acetate: MeOH=20:1) to afford title compound. MS-ESI (m/z): 441 (M...